From a dataset of the Open Reaction Database (ORD), a public repository of structured organic reaction records. describe an organic reaction: reactants, conditions, products, and yield Reactants: CC1([C@H]([C@H]1C=C(C(F)(F)F)Cl)C(=O)O)C (cis-2,2-dimethyl-3-(2'-chloro-3',3',3'-trifluoropropenyl)-cyclopropanecarboxylic acid), S(=O)(Cl)Cl (thionyl chloride). Product: CC1([C@H]([C@H]1C=C(C(F)(F)F)Cl)C(=O)Cl)C (Cis-2,2-dimethyl-3-(2'-chloro-3',3',3'-trifluoropropenyl)-cyclopropanecarboxylic acid chloride). As a reaction SMILES: [CH3:1][C:2]1([CH3:15])[C@H:4]([CH:5]=[C:6]([Cl:11])[C:7]([F:10])([F:9])[F:8])[C@@H:3]1[C:12](O)=[O:13].S(Cl)([Cl:18])=O>>[CH3:1][C:2]1([CH3:15])[C@H:4]([CH:5]=[C:6]([Cl:11])[C:7]([F:10])([F:9])[F:8])[C@@H:3]1[C:12]([Cl:18])=[O:13]. Procedure: 10 g of cis-2,2-dimethyl-3-(2'-chloro-3',3',3'-trifluoropropenyl)-cyclopropanecarboxylic acid were dissolved in 50 ml of thionyl chloride and the solution was heated to the boil for one hour. After distilling off the excess thionyl chloride, the residue was distilled under a high vacuum. Cis-2,2-dimethyl-3-(2'-chloro-3',3',3'-trifluoropropenyl)-cyclopropanecarboxylic acid chloride of boiling point 52°-54° C./0.9 mm Hg and nD20 : 1.4520 was obtained.